Dataset: the Open Reaction Database (ORD), a public repository of structured organic reaction records. Task: describe an organic reaction: reactants, conditions, products, and yield Reported procedure: A mixture of 4.0 g of the tetrahydroimidazol-2-one prepared in Example 11, 50 ml of dioxane and 30.0 g of 20 % sulfuric acid is stirred and refluxed for 2 hours. The mixture is concentrated to one third of the original volume in vacuo and diluted with 100 ml of water. The precipitate is collected by filtration to give 1.26 g (96.5 %) of optically active (+)-cis-1,3-dibenzyl-hexahydrofuro[3,4-d]imidazole-2,4-dione. M.P. 106 to 109° C. [α]D20 + 16.0° (C = 2 in CHCl3). The infrared spectrum of the ... As a reaction SMILES: [CH2:1]([N:8]1[C@H:12]([CH2:13][OH:14])[C@H:11]([C:15](=[O:29])NC(C2C=CC3C(=CC=CC=3)C=2)C)[N:10]([CH2:30][C:31]2[CH:36]=[CH:35][CH:34]=[CH:33][CH:32]=2)[C:9]1=[O:37])[C:2]1[CH:7]=[CH:6][CH:5]=[CH:4][CH:3]=1.S(=O)(=O)(O)O>O1CCOCC1>[CH2:1]([N:8]1[C@H:12]2[CH2:13][O:14][C:15](=[O:29])[C@H:11]2[N:10]([CH2:30][C:31]2[CH:32]=[CH:33][CH:34]=[CH:35][CH:36]=2)[C:9]1=[O:37])[C:2]1[CH:7]=[CH:6][CH:5]=[CH:4][CH:3]=1. Starting materials: C(C1=CC=CC=C1)N1C(N([C@H]([C@H]1CO)C(NC(C)C1=CC2=CC=CC=C2C=C1)=O)CC1=CC=CC=C1)=O (cis-1,3-dibenzyl-4-{N-[(+)-1-(2-naphthyl)ethyl]carbamoyl}-5-hydroxymethyl-tetrahydroimidazol-2-one), S(O)(O)(=O)=O (sulfuric acid). Solvent: O1CCOCC1 (dioxane). Yields the product C(C1=CC=CC=C1)N1C(N([C@H]2[C@@H]1COC2=O)CC2=CC=CC=C2)=O ((+)-cis-1,3-dibenzyl-hexahydrofuro[3,4-d]imidazole-2,4-dione). Reactants: COC=1C=C(C=CC1OC)/C(/C#N)=C/C1=CC=C(C=C1)[C@H]1[C@H](O)[C@@H](O)[C@H](O)[C@H](O1)CO ((Z)-2-(3,4-dimethoxyphenyl)-3-(4-β-D-glucopyranosyl-phenyl)-acrylonitrile), P(OCC(Cl)(Cl)Cl)([O-])(=O)Cl ((2,2,2-trichloroethyl) phosphorochloridate), resultant solution. Solvent: N1=CC=CC=C1 (pyridine). Conditions: time 2 hour. The product is COC=1C=C(C=CC1OC)/C(/C#N)=C/C1=CC=C(C=C1)[C@H]1[C@H](O)[C@@H](O)[C@H](O)[C@H](O1)COP(=O)(O)O ((Z)-2-(3,4-dimethoxyphenyl)-3-[4-(6-phospho-β-D-glucopyranosyl)-phenyl]-acrylonitrile). Yield: 69.9%. RXN SMILES: [CH3:1][O:2][C:3]1[CH:4]=[C:5](/[C:11](=[CH:14]/[C:15]2[CH:20]=[CH:19][C:18]([C@@H:21]3[O:29][C@H:28]([CH2:30][OH:31])[C@@H:26]([OH:27])[C@H:24]([OH:25])[C@H:22]3[OH:23])=[CH:17][CH:16]=2)/[C:12]#[N:13])[CH:6]=[CH:7][C:8]=1[O:9][CH3:10].[P:32](Cl)(=[O:40])([O-:39])[O:33]CC(Cl)(Cl)Cl>N1C=CC=CC=1>[CH3:1][O:2][C:3]1[CH:4]=[C:5](/[C:11](=[CH:14]/[C:15]2[CH:16]=[CH:17][C:18]([C@@H:21]3[O:29][C@H:28]([CH2:30][O:31][P:32]([OH:40])([OH:39])=[O:33])[C@@H:26]([OH:27])[C@H:24]([OH:25])[C@H:22]3[OH:23])=[CH:19][CH:20]=2)/[C:12]#[N:13])[CH:6]=[CH:7][C:8]=1[O:9][CH3:10]. Procedure details: Compound 44 (100 mg) and (2,2,2-trichloroethyl) phosphorochloridate (256 mg) were dissolved in pyridine (2 mL), and the resultant solution was stirred for two hours. After completion of reaction, the resultant reaction mixture was concentrated to dryness under reduced pressure, followed by purification by means of silica gel chromatography employing a chloroform/methanol system. The thus-purified product was dissolved in a pyridine-acetic acid (4:1) solvent mixture, and zinc powder (140 mg) was ... Reactants: BrBr (bromine), Br.C(C)(=O)C1(CCNCC1)C1=CC=CC=C1 (4-acetyl-4-phenylpiperidine hydrobromide), CCOCC (ether). The solvent is C(Cl)Cl (DCM). Run at time 8 hour. Yields the product Br.BrCC(=O)C1(CCNCC1)C1=CC=CC=C1 (4-(2-Bromoacetyl)-4-phenylpiperidine hydrobromide). The yield is 93.4%. Reaction SMILES: [Br:1]Br.[BrH:3].[C:4]([C:7]1([C:13]2[CH:18]=[CH:17][CH:16]=[CH:15][CH:14]=2)[CH2:12][CH2:11][NH:10][CH2:9][CH2:8]1)(=[O:6])[CH3:5].CCOCC>C(Cl)Cl>[BrH:1].[Br:3][CH2:5][C:4]([C:7]1([C:13]2[CH:18]=[CH:17][CH:16]=[CH:15][CH:14]=2)[CH2:8][CH2:9][NH:10][CH2:11][CH2:12]1)=[O:6] |f:1.2,5.6|. Reported procedure: 7.9 g of bromine are added rapidly at RT to a suspension of 14 g of 4-acetyl-4-phenylpiperidine hydrobromide in 200 ml of DCM and the reaction mixture is stirred overnight at RT. It is diluted by the addition of 200 ml of ether and the precipitate formed is wrung and washed with ether to give 16.7 g of the expected product after drying under vacuum. Starting materials: O=C(N=C=S)c1ccccc1, CC(C)=O, Cc1ccnc(-c2sc(N)nc2C)c1. Product: Cc1ccnc(-c2sc(NC(=S)NC(=O)c3ccccc3)nc2C)c1. Reaction SMILES: [C:15]([c:16]1[cH:17][cH:18][cH:19][cH:20][cH:21]1)(=[O:22])[N:23]=[C:24]=[S:25].[CH3:26][C:27](=[O:28])[CH3:29].[NH2:1][c:2]1[s:3][c:4](-[c:8]2[n:9][cH:10][cH:11][c:12]([CH3:14])[cH:13]2)[c:5]([CH3:7])[n:6]1>>[NH:1]([c:2]1[s:3][c:4](-[c:8]2[n:9][cH:10][cH:11][c:12]([CH3:14])[cH:13]2)[c:5]([CH3:7])[n:6]1)[C:24]([NH:23][C:15]([c:16]1[cH:17][cH:18][cH:19][cH:20][cH:21]1)=[O:22])=[S:25]. Starting materials: C(C1=CC=CC=C1)Br (benzyl bromide), OC1=CC=CN2C1=NC1=C(C2=O)CCC1 (2,3-dihydro-5-hydroxycyclopenta[d]pyrido[1,2-a]pyrimidin-10(1H)-one), [Na] (sodium), [H-].[Na+] (sodium hydride). Reagents/catalysts: [Cu] (copper bronze). The solvent is CN(C=O)C (N,N-dimethylformamide), CN(C=O)C (N,N-dimethylformamide). Conditions: time 0.5 hour. The product is C1(=CC=CC=C1)COC1=CC=CN2C1=NC1=C(C2=O)CCC1 (2,3-Dihydro-5-(phenylmethoxy)cyclopenta[d]pyrido[1,2-a]pyrimidin-10(1H)-one). Reaction SMILES: [OH:1][C:2]1[C:7]2=[N:8][C:9]3[CH2:15][CH2:14][CH2:13][C:10]=3[C:11](=[O:12])[N:6]2[CH:5]=[CH:4][CH:3]=1.[H-].[Na+].[Na].[CH2:19](Br)[C:20]1[CH:25]=[CH:24][CH:23]=[CH:22][CH:21]=1>CN(C)C=O.[Cu]>[C:20]1([CH2:19][O:1][C:2]2[C:7]3=[N:8][C:9]4[CH2:15][CH2:14][CH2:13][C:10]=4[C:11](=[O:12])[N:6]3[CH:5]=[CH:4][CH:3]=2)[CH:25]=[CH:24][CH:23]=[CH:22][CH:21]=1 |f:1.2,^1:17|. Procedure: To a solution of 6.1 g. of 2,3-dihydro-5-hydroxycyclopenta[d]pyrido[1,2-a]pyrimidin-10(1H)-one in 100 ml of N,N-dimethylformamide is added, portionwise, a total of 1.6 g of a 50% dispersion of sodium hydride in mineral oil. A yellow precipitate of the sodium salt separates. The mixture is allowed to stir for 0.5 hour at room temperature, and then 6.2 g. of benzyl bromide dissolved in 25 ml of N,N-dimethylformamide is added, dropwise, followed by 100 mg. of copper bronze powder. The mixture is st... The reactants are ClC=1NC2=C(N1)C=CC=C2 (2-chlorobenzimidazole), [C@H]1(CCCC2=CC=CC=C12)N ((R)-1,2,3,4-tetrahydro-l-naphthylamine). Yields the product N1=C(NC2=C1C=CC=C2)N[C@@H]2CCCC1=CC=CC=C21 ((R)-N-(Benzimidazol-2-yl)-1,2,3,4-tetrahydro-1-naphthylamine), Cl (HCl). As a reaction SMILES: [Cl:1][C:2]1[NH:3][C:4]2[CH:10]=[CH:9][CH:8]=[CH:7][C:5]=2[N:6]=1.[C@H:11]1([NH2:21])[C:20]2[C:15](=[CH:16][CH:17]=[CH:18][CH:19]=2)[CH2:14][CH2:13][CH2:12]1>>[N:6]1[C:5]2[CH:7]=[CH:8][CH:9]=[CH:10][C:4]=2[NH:3][C:2]=1[NH:21][C@H:11]1[C:20]2[C:15](=[CH:16][CH:17]=[CH:18][CH:19]=2)[CH2:14][CH2:13][CH2:12]1.[ClH:1]. Procedure: The title compound was prepared from 2-chlorobenzimidazole and (R)-1,2,3,4-tetrahydro-l-naphthylamine by Procedure A (40 min at 170° C.). The product was filtered off and washed with acetonitrile to give the title compound as a HCl salt (white solid, mp 264-265° C.). MS(ES+) m/z 264 ([M+1]30, 100).